This data is from the Open Reaction Database (ORD), a public repository of structured organic reaction records. The task is: describe an organic reaction: reactants, conditions, products, and yield Starting materials: C(C)#N (acetonitrile), ClC1=[N+](C=CC(=C1)C(F)(F)F)[O-] (2-chloro-4-trifluoromethylpyridine N-oxide), C[Si](C)(C)C#N (trimethylsilyl cyanide). Solvent: C(C)N(CC)CC (triethylamine). Product: ClC1=NC(=CC(=C1)C(F)(F)F)C#N (2-chloro-6-cyano-4-trifluoromethylpyridine). Reaction SMILES: [C:1](#[N:3])C.[Cl:4][C:5]1[CH:10]=[C:9]([C:11]([F:14])([F:13])[F:12])[CH:8]=[CH:7][N+:6]=1[O-].C[Si](C#N)(C)C>C(N(CC)CC)C>[Cl:4][C:5]1[CH:10]=[C:9]([C:11]([F:14])([F:13])[F:12])[CH:8]=[C:7]([C:1]#[N:3])[N:6]=1. Procedure details: To 16 ml of acetonitrile were added 1.5 g of 2-chloro-4-trifluoromethylpyridine N-oxide, 2.12 ml of triethylamine, and 2.26 g of trimethylsilyl cyanide, and the mixture was heated to reflux for 23 hours. Thereafter, the reaction solution was allowed to cool to room temperature, and concentrated. The residue was subjected to silica gel column chromatography to obtain 0.9 g of 2-chloro-6-cyano-4-trifluoromethylpyridine. The reactants are CCOC(C)=O, COc1ccccc1C(C)=O, Cl, C1CCOC1. The product is CCOC(=O)CC(C)(O)c1ccccc1OC. RXN SMILES: [CH3:13][CH2:14][O:15][C:16]([CH3:17])=[O:18].[CH3:1][O:2][c:3]1[c:4]([C:9]([CH3:10])=[O:11])[cH:5][cH:6][cH:7][cH:8]1.[ClH:12].[O:19]1[CH2:20][CH2:21][CH2:22][CH2:23]1>>[CH3:1][O:2][c:3]1[c:4]([C:9]([CH3:10])([OH:11])[CH2:17][C:16]([O:15][CH2:14][CH3:13])=[O:18])[cH:5][cH:6][cH:7][cH:8]1.